Dataset: the Open Reaction Database (ORD), a public repository of structured organic reaction records. Task: describe an organic reaction: reactants, conditions, products, and yield Reactants: COC1=C(C=C(C(=O)C2=CNC3=NC=CC=C3C2=O)C=C1)C (3-(4-Methoxy-3-methyl-benzoyl)-1H-[1,8]naphthyridin-4-one), BrCC1=NC(=CC=C1)C(F)(F)F (2-Bromomethyl-6-trifluoromethyl-pyridine). The product is COC1=C(C=C(C(=O)C2=CN(C3=NC=CC=C3C2=O)CC2=NC(=CC=C2)C(F)(F)F)C=C1)C (3-(4-Methoxy-3-methyl-benzoyl)-1-(6-trifluoromethyl-pyridin-2-ylmethyl)-1H-[1,8]naphthyridin-4-one). The yield is 18.2%. As a reaction SMILES: [CH3:1][O:2][C:3]1[CH:21]=[CH:20][C:6]([C:7]([C:9]2[C:18](=[O:19])[C:17]3[C:12](=[N:13][CH:14]=[CH:15][CH:16]=3)[NH:11][CH:10]=2)=[O:8])=[CH:5][C:4]=1[CH3:22].Br[CH2:24][C:25]1[CH:30]=[CH:29][CH:28]=[C:27]([C:31]([F:34])([F:33])[F:32])[N:26]=1>>[CH3:1][O:2][C:3]1[CH:21]=[CH:20][C:6]([C:7]([C:9]2[C:18](=[O:19])[C:17]3[C:12](=[N:13][CH:14]=[CH:15][CH:16]=3)[N:11]([CH2:24][C:25]3[CH:30]=[CH:29][CH:28]=[C:27]([C:31]([F:33])([F:32])[F:34])[N:26]=3)[CH:10]=2)=[O:8])=[CH:5][C:4]=1[CH3:22]. Procedure details: Experimental conditions analogous to those described for Step 3 of Example 1, from 50 mg (0.17 mmol) of 3-(4-Methoxy-3-methyl-benzoyl)-1H-[1,8]naphthyridin-4-one, and 2-Bromomethyl-6-trifluoromethyl-pyridine 53 mg (0.22 mmol), to give 14 mg of desired compound. LCMS (M+H)+: 454.1. Starting materials: solution, BH3—Me2S, C1=CC=CC1 (cyclopentadiene), [H][H] (hydrogen), [OH-].[Na+] (NaOH), OO (hydrogen peroxide), BrBr (bromine), C1=CC=CC1 (cyclopentadiene), BrBr (bromine). Solvent: O1CCCC1 (tetrahydrofuran), O1CCCC1 (tetrahydrofuran), O1CCCC1 (tetrahydrofuran), CO (methanol). Reaction conditions: temperature 5 celsius. Product: C1(CCCC1)C1(CCCC1)O (1-Cyclopentylcyclopentanol). Reaction SMILES: [CH:1]1[CH2:5][CH:4]=[CH:3][CH:2]=1.[H][H].BrBr.[OH-:10].[Na+].OO>O1CCCC1.CO>[CH:2]1([C:1]2([OH:10])[CH2:5][CH2:4][CH2:3][CH2:2]2)[CH2:1][CH2:5][CH2:4][CH2:3]1 |f:3.4|. Procedure: To a 1000-mL 3-necked round bottom flask equipped with a 250-mL pressure equalizing addition funnel, a nitrogen inlet with thermocouple and an overhead stirrer was added 172 mL (1.72 mol) of a 10M solution of BH3—Me2S in tetrahydrofuran and 300 mL of dry tetrahydrofuran. The addition funnel was charged with 116.8 g (1.72 mol) of cyclopentadiene dissolved in 100 mL of dry tetrahydrofuran. The flask was immersed in an ice-water bath and the cyclopentadiene solution slowly added over 2 hours at 0-5... Reactants: COC(=O)C1=C(SC(=C1C)O)NC(C1=CC(=C(C=C1)OC)OC)=O (2-(3,4-dimethoxy-benzoylamino)-5-hydroxy-methyl-thiophene-3-carboxylic acid methyl ester), N1=CC=CC=C1 (Pyridine), C(C)(=O)OC(C)=O (acetic anhydride). Run in C(Cl)Cl (methylene chloride). Run at time 12 hour. Product: COC(=O)C1=C(SC(=C1)COC(C)=O)NC(C1=CC(=C(C=C1)OC)OC)=O (5-acetoxymethyl-2-(3,4-dimethoxy-benzoylamino)-thiophene-3-carboxylic acid methyl ester). Isolated yield 67.0%. As a reaction SMILES: [CH3:1][O:2][C:3]([C:5]1[C:9](C)=[C:8](O)[S:7][C:6]=1[NH:12][C:13](=[O:24])[C:14]1[CH:19]=[CH:18][C:17]([O:20][CH3:21])=[C:16]([O:22][CH3:23])[CH:15]=1)=[O:4].N1C=CC=CC=1.[C:31]([O:34][C:35](=O)C)(=[O:33])[CH3:32]>C(Cl)Cl>[CH3:1][O:2][C:3]([C:5]1[CH:9]=[C:8]([CH2:35][O:34][C:31](=[O:33])[CH3:32])[S:7][C:6]=1[NH:12][C:13](=[O:24])[C:14]1[CH:19]=[CH:18][C:17]([O:20][CH3:21])=[C:16]([O:22][CH3:23])[CH:15]=1)=[O:4]. Procedure details: Subsequently, crude 2-(3,4-dimethoxy-benzoylamino)-5-hydroxy-methyl-thiophene-3-carboxylic acid methyl ester (crude 35 mg) synthesized by the above process was dissolved in anhydrous methylene chloride (5 ml). Pyridine (24 mg: dissolved in 1 ml of anhydrous methylene chloride) and acetic anhydride (31 mg: dissolved in 1 ml of anhydrous methylene chloride) were added dropwise to the solution at room temperature, and the mixture was stirred at that temperature for 12 hr. After the completion of th... Starting materials: ClC1=C(C=C(C=C1C)B1OC(C(O1)(C)C)(C)C)C (2-chloro-1,3-dimethyl-5-(4,4,5,5-tetramethyl-[1,3,2]dioxaborolan-2-yl)-benzene), IC=1N(C=CN1)C (2-iodo-1-methyl-imidazole), Intermediate 56. The product is ClC1=C(C=C(C=C1C)C=1N(C=CN1)C)C (2-(4-Chloro-3,5-dimethyl-phenyl)-1-methyl-imidazole). As a reaction SMILES: [Cl:1][C:2]1[C:7]([CH3:8])=[CH:6][C:5](B2OC(C)(C)C(C)(C)O2)=[CH:4][C:3]=1[CH3:18].I[C:20]1[N:21]([CH3:25])[CH:22]=[CH:23][N:24]=1>>[Cl:1][C:2]1[C:3]([CH3:18])=[CH:4][C:5]([C:20]2[N:21]([CH3:25])[CH:22]=[CH:23][N:24]=2)=[CH:6][C:7]=1[CH3:8]. Reported procedure: The title compound is prepared from 2-chloro-1,3-dimethyl-5-(4,4,5,5-tetramethyl-[1,3,2]dioxaborolan-2-yl)-benzene and 2-iodo-1-methyl-imidazole following a procedure analogous to that described in Step 1 of Intermediate 56. LC (method 7): tR=0.80 min; Mass spectrum (ESI+): m/z=221/223 (Cl) [M+H]+. Reactants: C(C1=CC=CC=C1)N1CCNCC1 (benzylpiperazine), [C-]#N.[K+] (potassium cyanide), Cl (hydrochloric acid), C1(CCCCC1)=O (cyclohexanone). The solvent is O (water), O (water). Run at temperature 0 celsius, time 18 hour. Product: C(C1=CC=CC=C1)N1CCN(CC1)C1(CCCCC1)C#N (benzyl-4-(1-cyanocyclohexyl) piperazine). As a reaction SMILES: [CH2:1]([N:8]1[CH2:13][CH2:12][NH:11][CH2:10][CH2:9]1)[C:2]1[CH:7]=[CH:6][CH:5]=[CH:4][CH:3]=1.Cl.[C:15]1(=O)[CH2:20][CH2:19][CH2:18][CH2:17][CH2:16]1.[C-:22]#[N:23].[K+]>O>[CH2:1]([N:8]1[CH2:13][CH2:12][N:11]([C:15]2([C:22]#[N:23])[CH2:20][CH2:19][CH2:18][CH2:17][CH2:16]2)[CH2:10][CH2:9]1)[C:2]1[CH:3]=[CH:4][CH:5]=[CH:6][CH:7]=1 |f:3.4|. Reported procedure: 1 benzylpiperazine (Aldrich Chemical Co., Inc., supra) (6.12 g) was dissolved in 10 mL deionized water and cooled to 0° C. Concentrated hydrochloric acid (3.6 mL) was added to adjust the pH to 5. After warming to room temperature, 3.6 mL cyclohexanone was added, followed by potassium cyanide (2.4 g) in 6 mL deionized water. The solution slowly became cloudy. After 18 hours, the solid was filtered. The solid was dissolved in chloroform, dried over Na2SO4, filtered and the solvent was removed in v... Reactants: C(C)OC1=CC=C(C=C1)N1CC(N(CC1)CC1=CC=CC=C1)C(=O)N(C1=CC=C(C=C1)[N+](=O)[O-])CCOC (4-(4-ethoxyphenyl)-N-(2-methoxyethyl)-N-(4-nitrophenyl)-1-(phenylmethyl)-2-piperazinecarboxamide), [Sn] (tin). Product: NC1=CC=C(C=C1)N(C(=O)C1N(CCN(C1)C1=CC=C(C=C1)OCC)CC1=CC=CC=C1)CCOC (N-(4-Aminophenyl)-4-(4-ethoxyphenyl)-N-(2-methoxyethyl)-1-(phenylmethyl)-2-piperazinecarboxamide). RXN SMILES: [CH2:1]([O:3][C:4]1[CH:9]=[CH:8][C:7]([N:10]2[CH2:15][CH2:14][N:13]([CH2:16][C:17]3[CH:22]=[CH:21][CH:20]=[CH:19][CH:18]=3)[CH:12]([C:23]([N:25]([CH2:35][CH2:36][O:37][CH3:38])[C:26]3[CH:31]=[CH:30][C:29]([N+:32]([O-])=O)=[CH:28][CH:27]=3)=[O:24])[CH2:11]2)=[CH:6][CH:5]=1)[CH3:2].[Sn]>>[NH2:32][C:29]1[CH:28]=[CH:27][C:26]([N:25]([CH2:35][CH2:36][O:37][CH3:38])[C:23]([CH:12]2[CH2:11][N:10]([C:7]3[CH:8]=[CH:9][C:4]([O:3][CH2:1][CH3:2])=[CH:5][CH:6]=3)[CH2:15][CH2:14][N:13]2[CH2:16][C:17]2[CH:18]=[CH:19][CH:20]=[CH:21][CH:22]=2)=[O:24])=[CH:31][CH:30]=1 |^3:38|. Procedure details: In a manner similar to Preparation 20, react 4-(4-ethoxyphenyl)-N-(2-methoxyethyl)-N-(4-nitrophenyl)-1-(phenylmethyl)-2-piperazinecarboxamide with tin II chloride to obtain the title compound. The reactants are CCOCCO, CCOC(C)=O, CN(C)CCN, Clc1ccc(I)cn1. The product is CN(C)CCNc1ccc(I)cn1. Reaction SMILES: [CH3:15][CH2:16][O:17][CH2:18][CH2:19][OH:20].[CH3:21][CH2:22][O:23][C:24]([CH3:25])=[O:26].[CH3:9][N:10]([CH2:11][CH2:12][NH2:13])[CH3:14].[Cl:1][c:2]1[n:3][cH:4][c:5]([I:8])[cH:6][cH:7]1>>[c:2]1([NH:13][CH2:12][CH2:11][N:10]([CH3:9])[CH3:14])[n:3][cH:4][c:5]([I:8])[cH:6][cH:7]1. The reactants are C(#N)C1=C(C=CC=C1)N1CCC(CC1)NCCNC(=O)N1C(OC[C@@H]1C1=CC(=C(C=C1)F)F)=O ((4S)-4-(3,4-Difluorophenyl)-2-oxo-oxazolidine-3-carboxylic acid (2-(1-(2-cyanophenyl)piperidin-4-ylamino)ethyl)amide), C([O-])([O-])=O.[Cs+].[Cs+] (cesium carbonate), FC(CI)(F)F (2,2,2-trifluoroethyliodide). The solvent is ClCCl (dichloromethane), O (water), C(C)#N (acetonitrile). Conditions: time 8 hour. Yields the product C(#N)C1=C(C=CC=C1)N1CCC(CC1)N(CCNC(=O)N1C(OC[C@@H]1C1=CC(=C(C=C1)F)F)=O)CC(F)(F)F ((4S)-4-(3,4-Difluorophenyl)-2-oxo-oxazolidine-3-carboxylic acid (2-((1-(2-cyanophenyl)piperidin-4-yl)-(2,2,2-trifluoroethyl)amino)ethyl)amide). RXN SMILES: [C:1]([C:3]1[CH:8]=[CH:7][CH:6]=[CH:5][C:4]=1[N:9]1[CH2:14][CH2:13][CH:12]([NH:15][CH2:16][CH2:17][NH:18][C:19]([N:21]2[C@@H:25]([C:26]3[CH:31]=[CH:30][C:29]([F:32])=[C:28]([F:33])[CH:27]=3)[CH2:24][O:23][C:22]2=[O:34])=[O:20])[CH2:11][CH2:10]1)#[N:2].C(=O)([O-])[O-].[Cs+].[Cs+].[F:41][C:42]([F:46])([F:45])[CH2:43]I>C(#N)C.ClCCl.O>[C:1]([C:3]1[CH:8]=[CH:7][CH:6]=[CH:5][C:4]=1[N:9]1[CH2:14][CH2:13][CH:12]([N:15]([CH2:43][C:42]([F:46])([F:45])[F:41])[CH2:16][CH2:17][NH:18][C:19]([N:21]2[C@@H:25]([C:26]3[CH:31]=[CH:30][C:29]([F:32])=[C:28]([F:33])[CH:27]=3)[CH2:24][O:23][C:22]2=[O:34])=[O:20])[CH2:11][CH2:10]1)#[N:2] |f:1.2.3|. Procedure: A solution of 18 (36 mg, 0.076 mmol) and cesium carbonate (50 mg, 0.153 mmol) in acetonitrile (100 mL) was treated with 2,2,2-trifluoroethyliodide (21.3 mg, 0.101 mmol) at room temperature. The resulting mixture was stirred at room temperature overnight. The mixture was diluted with dichloromethane and water and the aqueous layer was extracted with two additional portions of dichloromethane. The combined organic extracts were concentrated under reduced pressure and purified by PCTLC (SiO2, 4 mm,... Starting materials: [BH4-], C1CCOC1, CCC(C)Oc1cccc(C(=O)OC)c1, [Li+]. The product is CCC(C)Oc1cccc(CO)c1. As a reaction SMILES: [BH4-:16].[CH2:18]1[O:19][CH2:20][CH2:21][CH2:22]1.[CH3:1][CH:2]([CH2:3][CH3:4])[O:5][c:6]1[cH:7][c:8]([C:9](=[O:10])[O:11][CH3:12])[cH:13][cH:14][cH:15]1.[Li+:17]>>[CH3:1][CH:2]([CH2:3][CH3:4])[O:5][c:6]1[cH:7][c:8]([CH2:9][OH:10])[cH:13][cH:14][cH:15]1. Starting materials: COc1ccccc1OCC(=O)O, COc1cccc2c1CCC1CNCC21, Cl. Yields the product COc1ccccc1OCC(=O)C1NCC2CCc3c(OC)cccc3C21. Reaction SMILES: [CH3:17][O:18][c:19]1[c:20]([O:21][CH2:22][C:23](=[O:24])[OH:25])[cH:26][cH:27][cH:28][cH:29]1.[CH3:2][O:3][c:4]1[cH:5][cH:6][cH:7][c:8]2[c:16]1[CH2:15][CH2:14][CH:13]1[CH:9]2[CH2:10][NH:11][CH2:12]1.[ClH:1]>>[CH3:2][O:3][c:4]1[cH:5][cH:6][cH:7][c:8]2[c:16]1[CH2:15][CH2:14][CH:13]1[CH:9]2[CH:10]([C:23]([CH2:22][O:21][c:20]2[c:19]([O:18][CH3:17])[cH:29][cH:28][cH:27][cH:26]2)=[O:24])[NH:11][CH2:12]1.